Task: describe an organic reaction: reactants, conditions, products, and yield. Dataset: the Open Reaction Database (ORD), a public repository of structured organic reaction records Starting materials: CC(=O)C(=COCC)C1=CC=NC=C1 (2-ethoxy-1-(4-pyridinyl)ethenyl methyl ketone), C(#N)CC(=O)N (cyanoacetamide), C[O-].[Na+] (sodium methoxide). Product: CC=1NC(C(C#N)=CC1C1=CC=NC=C1)=O (1,2-dihydro-6-methyl-2-oxo-5-(4 -pyridinyl)nicotinonitrile). RXN SMILES: [CH3:1][C:2]([C:4]([C:9]1[CH:14]=[CH:13][N:12]=[CH:11][CH:10]=1)=[CH:5]OCC)=O.[C:15]([CH2:17][C:18]([NH2:20])=[O:19])#[N:16].C[O-].[Na+]>>[CH3:1][C:2]1[NH:20][C:18](=[O:19])[C:17](=[CH:5][C:4]=1[C:9]1[CH:14]=[CH:13][N:12]=[CH:11][CH:10]=1)[C:15]#[N:16] |f:2.3|. Reported procedure: In another of its aspects the invention resides in the process which comprises reacting 2-(lower-alkoxy)-1-(pyridinyl)ethenyl lower-alkyl ketone of formula II with cyanoacetamide or malonamide in the presence of a condensing agent and neutralizing the reaction mixture to produce 1,2-dihydro-6-R-2-oxo-5-PY-nicotinonitrile or 1,2-dihydro-6-R-2-oxo-5-PY-nicotinamide of formula III, where R, R', PY and Q have the meanings given for formula III. In preferred embodiments 2-ethoxy(or methoxy)-1-(4- or ... Reactants: CNC(=O)CBr, O=C([O-])[O-], C1CCOC1, CC(C)n1ncnc1-c1nc2c(s1)CCOc1cc(C3CCNCC3)ccc1-2, ClCCl, [K+], [K+], O. Yields the product CNC(=O)CN1CCC(c2ccc3c(c2)OCCc2sc(-c4ncnn4C(C)C)nc2-3)CC1. As a reaction SMILES: [Br:35][CH2:36][C:37](=[O:38])[NH:39][CH3:40].[C:29](=[O:30])([O-:31])[O-:32].[CH2:41]1[O:42][CH2:43][CH2:44][CH2:45]1.[CH:1]([CH3:2])([CH3:3])[n:4]1[n:5][cH:6][n:7][c:8]1-[c:9]1[s:10][c:11]2[c:17]([n:18]1)-[c:16]1[c:15]([cH:22][c:21]([CH:23]3[CH2:24][CH2:25][NH:26][CH2:27][CH2:28]3)[cH:20][cH:19]1)[O:14][CH2:13][CH2:12]2.[Cl:46][CH2:47][Cl:48].[K+:33].[K+:34].[OH2:49]>>[CH:1]([CH3:2])([CH3:3])[n:4]1[n:5][cH:6][n:7][c:8]1-[c:9]1[s:10][c:11]2[c:17]([n:18]1)-[c:16]1[c:15]([cH:22][c:21]([CH:23]3[CH2:24][CH2:25][N:26]([CH2:36][C:37](=[O:38])[NH:39][CH3:40])[CH2:27][CH2:28]3)[cH:20][cH:19]1)[O:14][CH2:13][CH2:12]2.